This data is from the Open Reaction Database (ORD), a public repository of structured organic reaction records. The task is: describe an organic reaction: reactants, conditions, products, and yield Yields the product NNc1cc(-c2ccccn2)ccn1. RXN SMILES: [Cl:1][c:2]1[n:3][cH:4][cH:5][c:6](-[c:8]2[n:9][cH:10][cH:11][cH:12][cH:13]2)[cH:7]1.[NH2:14][NH2:15].[cH:16]1[cH:17][cH:18][n:19][cH:20][cH:21]1>>[c:2]1([NH:14][NH2:15])[n:3][cH:4][cH:5][c:6](-[c:8]2[n:9][cH:10][cH:11][cH:12][cH:13]2)[cH:7]1. The reactants are Clc1cc(-c2ccccn2)ccn1, NN, c1ccncc1.